Dataset: the Open Reaction Database (ORD), a public repository of structured organic reaction records. Task: describe an organic reaction: reactants, conditions, products, and yield Reactants: CC[SiH](CC)CC, O=Cc1cccc(Cl)c1, ClCCl, O=C(O)C(F)(F)F, COC(=O)c1cccc2[nH]ccc12. The product is COC(=O)c1cccc2[nH]cc(Cc3cccc(Cl)c3)c12. RXN SMILES: [CH2:23]([SiH:24]([CH2:25][CH3:26])[CH2:27][CH3:28])[CH3:29].[Cl:14][c:15]1[cH:16][c:17]([CH:18]=[O:19])[cH:20][cH:21][cH:22]1.[Cl:37][CH2:38][Cl:39].[OH:30][C:31]([C:32]([F:33])([F:34])[F:35])=[O:36].[nH:1]1[cH:2][cH:3][c:4]2[c:5]([C:10](=[O:11])[O:12][CH3:13])[cH:6][cH:7][cH:8][c:9]12>>[nH:1]1[cH:2][c:3]([CH2:18][c:17]2[cH:16][c:15]([Cl:14])[cH:22][cH:21][cH:20]2)[c:4]2[c:5]([C:10](=[O:11])[O:12][CH3:13])[cH:6][cH:7][cH:8][c:9]12. Starting materials: C(C=C)(=O)OC (methyl acrylate), C(CCC)O (n-butanol), COC1=CC=C(C=C1)O (MEHQ), C1=CC=CC=2SC3=CC=CC=C3NC12 (phenothiazine), C(C)N(O)CC (diethylhydroxylamine), C(C=C)(=O)OC (methyl acrylate), hafnium acetylacetonate. Solvent: CO (methanol). Reaction conditions: time 2 hour. The product is C(C=C)(=O)OCCCC (Butyl Acrylate). Reaction SMILES: [CH2:1]([OH:5])[CH2:2][CH2:3][CH3:4].[C:6](OC)(=[O:9])[CH:7]=[CH2:8].COC1C=CC(O)=CC=1.C1C2NC3C(=CC=CC=3)SC=2C=CC=1.C(N(CC)O)C>CO>[C:6]([O:5][CH2:1][CH2:2][CH2:3][CH3:4])(=[O:9])[CH:7]=[CH2:8]. Procedure: One hundred forty eight grams (2.0 moles) of n-butanol, 516 g (6.0 moles) methyl acrylate, 1.15 g hafnium acetylacetonate, 0.10 g of MEHQ inhibitor, 0.1 g phenothiazine, and 0.10 g diethylhydroxylamine were added to a 2 liter flask equipped as described in Example 3. The solution was heated at reflux (atmospheric pressure) while an azeotropic mixture of methyl acrylate and methanol was removed from the top of the column. The reaction was continued in this manner for 2 hours while the temperature...